This data is from the Open Reaction Database (ORD), a public repository of structured organic reaction records. The task is: describe an organic reaction: reactants, conditions, products, and yield The reactants are Cl (hydrochloric acid), C1(=CC=CC=C1)C(N1CCN(CC1)CC(O)C1=CC=C(C=C1)O)C1=CC=CC=C1 (2-(4-diphenylmethylpiperazinyl)-1-(4-hydroxyphenyl)ethanol). Run at time 2 hour. The product is Cl.C1(=CC=CC=C1)C(N1CCN(CC1)CC(O)C1=CC=C(C=C1)O)C1=CC=CC=C1 (2-(4-diphenylmethylpiperazinyl)-1-(4-hydroxyphenyl)ethanol. monohydrochloride). Isolated yield 92.0%. Reaction SMILES: [ClH:1].[C:2]1([CH:8]([C:25]2[CH:30]=[CH:29][CH:28]=[CH:27][CH:26]=2)[N:9]2[CH2:14][CH2:13][N:12]([CH2:15][CH:16]([C:18]3[CH:23]=[CH:22][C:21]([OH:24])=[CH:20][CH:19]=3)[OH:17])[CH2:11][CH2:10]2)[CH:7]=[CH:6][CH:5]=[CH:4][CH:3]=1>>[ClH:1].[C:25]1([CH:8]([C:2]2[CH:7]=[CH:6][CH:5]=[CH:4][CH:3]=2)[N:9]2[CH2:10][CH2:11][N:12]([CH2:15][CH:16]([C:18]3[CH:19]=[CH:20][C:21]([OH:24])=[CH:22][CH:23]=3)[OH:17])[CH2:13][CH2:14]2)[CH:26]=[CH:27][CH:28]=[CH:29][CH:30]=1 |f:2.3|. Reported procedure: To 112 ml of 1N hydrochloric acid was added 21.8 g (56.2 mmol) of 2-(4-diphenylmethylpiperazinyl)-1-(4-hydroxyphenyl)ethanol. The mixture was vigorously stirred at room temperature for 2 hours, and the resultant white solid was collected by filtration and washed with water. The white solid was then suspended in 80 ml of water and stirred with heating at 75° to 80° C. for 40 minutes. Suspended white crystals were collected by hot filtration, washed with water and then dried to give 22.0 g of 2-(4... Starting materials: Cl.O(C1=CC=CC=C1)CCCNC(CC1=CC=C(C=C1)OC)(C)C (N-(3-Phenoxypropyl)-1,1-dimethyl-2-(4-methoxyphenyl)ethylamine Hydrochloride), Cl.O[C@@H](CNC(CC1=CC=C(C=C1)OC)(C)C)COC1=CC=C(C=C1)C(C)(C)C ((S)-N-[2-Hydroxy-3-(4-t-butylphenoxy)propyl]-1,1-dimethyl-2-(4-methoxyphenyl)ethylamine Hydrochloride), Cl.OC(CNC(CC1=CC=C(C=C1)OC)(C)C)COC1=CC=C(C=C1)OC (N-[2-Hydroxy-3-(4-methoxyphenoxy)propyl]-1,1-dimethyl-2-(4-methoxyphenyl)-ethylamine Hydrochloride), ( 5 ), Cl.OC(CNC(CC1=CC=C(C=C1)OC)(C)C)COC1=CC=CC2=CC=CC=C12 (N-[2-Hydroxy-3-(1-naphthoxy)propyl]-1,1-dimethyl-2-(4-methoxyphenyl)ethylamine Hydrochloride), Cl.O(C1=CC=CC=C1)CCCNC(CC1=CC=C(C=C1)OC)(C)C (N-(3-Phenoxypropyl)-1,1-dimethyl-2-(4-methoxyphenyl)ethylamine Hydrochloride), ( 5 ), ( 100 ), ( 6 ), Cl.O(C1=CC=CC=C1)CCCNC(CC1=CC=C(C=C1)OC)(C)C (N-(3-Phenoxypropyl)-1,1-dimethyl-2-(4-methoxyphenyl)ethylamine Hydrochloride). Yields the product Cl.OC(CNC(CC1=CC=C(C=C1)OC)(C)C)COC1=CC(=C(C=C1)OC)OC (N-[2-hydroxy-3-(3,4-dimethoxy-phenoxy)propyl]-1,1-dimethyl-2-(4-methoxyphenyl)ethylamine Hydrochloride). As a reaction SMILES: [ClH:1].[O:2](CCCNC(C)(C)CC1C=CC(OC)=CC=1)[C:3]1C=CC=CC=1.Cl.O[C@H](COC1C=CC(C(C)(C)C)=CC=1)CNC(C)(C)CC1C=CC(OC)=CC=1.Cl.OC(COC1C2C(=CC=CC=2)C=CC=1)CNC(C)(C)CC1C=CC(OC)=CC=1.Cl.[OH:84][CH:85]([CH2:100][O:101][C:102]1[CH:107]=[CH:106][C:105]([O:108][CH3:109])=[CH:104][CH:103]=1)[CH2:86][NH:87][C:88]([CH3:99])([CH3:98])[CH2:89][C:90]1[CH:95]=[CH:94][C:93]([O:96][CH3:97])=[CH:92][CH:91]=1>>[ClH:1].[OH:84][CH:85]([CH2:100][O:101][C:102]1[CH:107]=[CH:106][C:105]([O:108][CH3:109])=[C:104]([O:2][CH3:3])[CH:103]=1)[CH2:86][NH:87][C:88]([CH3:99])([CH3:98])[CH2:89][C:90]1[CH:91]=[CH:92][C:93]([O:96][CH3:97])=[CH:94][CH:95]=1 |f:0.1,2.3,4.5,6.7,8.9|. Procedure: GC/EI-MS, m/z (rel. int.) 390 (M+, 0.0), 269 (17), 268 (100), 163 (6), 153 (5), 121 (21), 114 (17), 77 (5), 71 (19), 70 (17), 58 (7).